This data is from the Open Reaction Database (ORD), a public repository of structured organic reaction records. The task is: describe an organic reaction: reactants, conditions, products, and yield Starting materials: C(C)OC(=O)C1(CCNCC1)CCOC (4-(2-methoxy-ethyl)-piperidine-4-carboxylic acid ethyl ester), ClC1(C(C1)(C(=O)O)C)Cl (2,2-dichloro-1-methyl-cyclopropanecarboxylic acid), FC(COC1=CC=C(C=C1)N)(F)F (4-(2,2,2-trifluoro-ethoxy)-phenylamine). Product: ClC1(C(C1)(C(=O)N1CCC2(CCN(C2=O)C2=CC=C(C=C2)OCC(F)(F)F)CC1)C)Cl (8-(2,2-Dichloro-1-methyl-cyclopropanecarbonyl)-2-[4-(2,2,2-trifluoro-ethoxy)-phenyl]-2,8-diaza-spiro[4.5]decan-1-one). Reaction SMILES: C(O[C:4]([C:6]1([CH2:12][CH2:13]OC)[CH2:11][CH2:10][NH:9][CH2:8][CH2:7]1)=[O:5])C.[Cl:16][C:17]1([Cl:24])[CH2:19][C:18]1([CH3:23])[C:20](O)=[O:21].[F:25][C:26]([F:37])([F:36])[CH2:27][O:28][C:29]1[CH:34]=[CH:33][C:32]([NH2:35])=[CH:31][CH:30]=1>>[Cl:16][C:17]1([Cl:24])[CH2:19][C:18]1([CH3:23])[C:20]([N:9]1[CH2:8][CH2:7][C:6]2([C:4](=[O:5])[N:35]([C:32]3[CH:33]=[CH:34][C:29]([O:28][CH2:27][C:26]([F:25])([F:36])[F:37])=[CH:30][CH:31]=3)[CH2:13][CH2:12]2)[CH2:11][CH2:10]1)=[O:21]. Procedure: Brown crystalline solid. MS (ESI): 480.2 (MH+). This example was prepared in analogy to example 13 step A) to B) from 4-(2-methoxy-ethyl)-piperidine-4-carboxylic acid ethyl ester (example 1 step B)), 2,2-dichloro-1-methyl-cyclopropanecarboxylic acid, 4-(2,2,2-trifluoro-ethoxy)-phenylamine.